This data is from the Open Reaction Database (ORD), a public repository of structured organic reaction records. The task is: describe an organic reaction: reactants, conditions, products, and yield The reactants are NC1=C(C#N)C=CC=C1 (2-aminobenzonitrile), O.C1(=CC=C(C=C1)S(=O)(=O)O)C (p-toluenesulfonic acid monohydrate), C1(CCCCC1)=O (cyclohexanone), O.C1(=CC=C(C=C1)S(=O)(=O)O)C (p-toluenesulfonic acid monohydrate). Run in xylenes, xylenes. The product is C1(=CC=C(C=C1)S(=O)(=O)O)C (p-toluenesulfonic acid). RXN SMILES: NC1C=CC=CC=1C#N.O.[C:11]1([CH3:21])[CH:16]=[CH:15][C:14]([S:17]([OH:20])(=[O:19])=[O:18])=[CH:13][CH:12]=1.C1(=O)CCCCC1>>[C:11]1([CH3:21])[CH:12]=[CH:13][C:14]([S:17]([OH:20])(=[O:18])=[O:19])=[CH:15][CH:16]=1 |f:1.2|. Procedure details: A solution of 2-aminobenzonitrile in xylenes with 0.02-0.05 equiv of p-toluenesulfonic acid monohydrate is heated to reflux with stirring. At reflux, cyclohexanone in xylenes is added. The mixture is refluxed for 8 to 12 hours, cooled and another 1.0-1.5 equiv of p-toluenesulfonic acid monohydrate is added. The mixture is heated to reflux for 3 to 7 hours. The product, as a p-toluenesulfonic acid salt, is isolated by filtration. Basification of this product with aqueous sodium hydroxide and extr... Starting materials: Cl.CN(CCCOC=1C=C(C=CC1)C=C1C(C2=CC=CC=C2C1)=O)C (2-[[3-[3-(dimethylamino)propoxy]phenyl]methylene]-2,3-dihydro-1H-inden-1-one hydrochloride), CNN (methyl hydrazine). Solvent: CO (methanol). Yields the product Cl.CN(CCCOC=1C=C(C=CC1)C1C2C(=NN1C)C1=CC=CC=C1C2)C (3-[3-[3-(Dimethylamino)propoxy]phenyl]-2,3,3a,4-tetrahydro-2-methylindeno[1,2-c]pyrazole, hydrochloride). Isolated yield 10.8%. As a reaction SMILES: [ClH:1].[CH3:2][N:3]([CH3:25])[CH2:4][CH2:5][CH2:6][O:7][C:8]1[CH:9]=[C:10]([CH:14]=[C:15]2[CH2:23][C:22]3[C:17](=[CH:18][CH:19]=[CH:20][CH:21]=3)[C:16]2=O)[CH:11]=[CH:12][CH:13]=1.[CH3:26][NH:27][NH2:28]>CO>[ClH:1].[CH3:2][N:3]([CH3:25])[CH2:4][CH2:5][CH2:6][O:7][C:8]1[CH:9]=[C:10]([CH:14]2[N:27]([CH3:26])[N:28]=[C:16]3[C:17]4[C:22]([CH2:23][CH:15]23)=[CH:21][CH:20]=[CH:19][CH:18]=4)[CH:11]=[CH:12][CH:13]=1 |f:0.1,4.5|. Procedure details: A stirred solution of 8.6 g (0.024 mole) of 2-[[3-[3-(dimethylamino)propoxy]phenyl]methylene]-2,3-dihydro-1H-inden-1-one hydrochloride from part B and 1.3 g (0.028 mole) of methyl hydrazine in 50 ml of methanol is heated at reflux for 2 hours. After cooling, the solvent is evaporated to give 1.0 g of an amber oily residue. As a reaction SMILES: [Cl:1][c:2]1[cH:3][c:4]([CH2:5][n:6]2[n:7][c:8]([N+:11]([O-:12])=[O:13])[cH:9][cH:10]2)[cH:14][cH:15][c:16]1[Cl:17].[NH2:23][NH2:24].[O:18]1[CH2:19][CH2:20][CH2:21][CH2:22]1>>[Cl:1][c:2]1[cH:3][c:4]([CH2:5][n:6]2[n:7][c:8]([NH2:11])[cH:9][cH:10]2)[cH:14][cH:15][c:16]1[Cl:17]. Starting materials: O=[N+]([O-])c1ccn(Cc2ccc(Cl)c(Cl)c2)n1, NN, C1CCOC1. Product: Nc1ccn(Cc2ccc(Cl)c(Cl)c2)n1. Starting materials: OCCCBr, O=C1c2ccccc2C(=O)N1CCCc1cccc(O)c1. Product: O=C1c2ccccc2C(=O)N1CCCc1cccc(OCCCO)c1. Reaction SMILES: [Br:22][CH2:23][CH2:24][CH2:25][OH:26].[OH:1][c:2]1[cH:3][c:4]([CH2:8][CH2:9][CH2:10][N:11]2[C:12](=[O:21])[c:13]3[cH:14][cH:15][cH:16][cH:17][c:18]3[C:19]2=[O:20])[cH:5][cH:6][cH:7]1>>[O:1]([c:2]1[cH:3][c:4]([CH2:8][CH2:9][CH2:10][N:11]2[C:12](=[O:21])[c:13]3[cH:14][cH:15][cH:16][cH:17][c:18]3[C:19]2=[O:20])[cH:5][cH:6][cH:7]1)[CH2:23][CH2:24][CH2:25][OH:26]. Product: ClC1=C(C=C(C=C1)C1=C(N=CO1)C)F (5-(4-chloro-3-fluorophenyl)-4-methyloxazole). Reported procedure: A mixture of 1-(1-isocyanoethylsulfonyl)-4-methylbenzene (1.56 g, 7.44 mmol), 4-chloro-3-fluorobenzaldehyde (1.18 g, 7.44 mmol), and K2CO3 (2.06 g, 14.9 mmol) in MeOH (35 mL) was heated to reflux. After 1.5 hr water (200 mL) was added and the product was extracted with EtOAc (200 mL). The organic layer was washed with brine and dried over Na2SO4, filtered, and concentrated to an orange oil. Chromatography on silica gel (Analogix® SF25-40G, 0%-30% EtOAc/hexanes, 30 mL/min) afforded 1.35 g (86%) o... Isolated yield 85.7%. The solvent is CO (MeOH). Reactants: O (water), [N+](#[C-])C(C)S(=O)(=O)C1=CC=C(C=C1)C (1-(1-isocyanoethylsulfonyl)-4-methylbenzene), ClC1=C(C=C(C=O)C=C1)F (4-chloro-3-fluorobenzaldehyde), C(=O)([O-])[O-].[K+].[K+] (K2CO3). As a reaction SMILES: [N+:1]([CH:3](S(C1C=CC(C)=CC=1)(=O)=O)[CH3:4])#[C-:2].[Cl:15][C:16]1[CH:23]=[CH:22][C:19]([CH:20]=[O:21])=[CH:18][C:17]=1[F:24].C([O-])([O-])=O.[K+].[K+].O>CO>[Cl:15][C:16]1[CH:23]=[CH:22][C:19]([C:20]2[O:21][CH:2]=[N:1][C:3]=2[CH3:4])=[CH:18][C:17]=1[F:24] |f:2.3.4|. Reactants: C(C1=CC=CC=C1)N(C1=CC=C(C=2N=C(SC21)NC(C2=CC(=NC=C2)Br)=O)OC)C (N-[7-(benzyl-methyl-amino)-4-methoxy-benzothiazol-2-yl]-2-bromo-isonicotinamide), N1CCOCC1 (morpholine), C([O-])([O-])=O.[Cs+].[Cs+] (cesium carbonate). Product: C(C1=CC=CC=C1)N(C1=CC=C(C=2N=C(SC21)NC(C2=CC(=NC=C2)N2CCOCC2)=O)OC)C (N-[7-(Benzyl-methyl-amino)-4-methoxy-benzothiazol-2-yl]-2-morpholin-4-yl-isonicotinamide). RXN SMILES: [CH2:1]([N:8]([CH3:30])[C:9]1[C:17]2[S:16][C:15]([NH:18][C:19](=[O:27])[C:20]3[CH:25]=[CH:24][N:23]=[C:22](Br)[CH:21]=3)=[N:14][C:13]=2[C:12]([O:28][CH3:29])=[CH:11][CH:10]=1)[C:2]1[CH:7]=[CH:6][CH:5]=[CH:4][CH:3]=1.[NH:31]1[CH2:36][CH2:35][O:34][CH2:33][CH2:32]1.C(=O)([O-])[O-].[Cs+].[Cs+]>>[CH2:1]([N:8]([CH3:30])[C:9]1[C:17]2[S:16][C:15]([NH:18][C:19](=[O:27])[C:20]3[CH:25]=[CH:24][N:23]=[C:22]([N:31]4[CH2:36][CH2:35][O:34][CH2:33][CH2:32]4)[CH:21]=3)=[N:14][C:13]=2[C:12]([O:28][CH3:29])=[CH:11][CH:10]=1)[C:2]1[CH:7]=[CH:6][CH:5]=[CH:4][CH:3]=1 |f:2.3.4|. Procedure details: From N-[7-(benzyl-methyl-amino)-4-methoxy-benzothiazol-2-yl]-2-bromo-isonicotinamide with morpholine and cesium carbonate. ES-MS m/e (%): 490 (M+H+, 100). The reactants are C([O-])([O-])=O.[K+].[K+] (potassium carbonate), CN (methylamine), CC1=CC2=C(C=NC=C2)C(C2=C1C=CC=C2)=O (6-methylbenzo[5,6]cyclohepta[1,2-c]pyridin-11-one). Reagents/catalysts: [Ti](Cl)(Cl)(Cl)Cl (titanium tetrachloride). Run in C1=CC=CC=C1 (benzene), C1=CC=CC=C1 (benzene). Reaction conditions: time 4 hour. Yields the product CC1=CC2=C(C=NC=C2)C(C2=C1C=CC=C2)=NC (6-methyl-11-methyliminobenzo[5,6]cyclohepta[1,2-c]pyridine). RXN SMILES: [CH3:1][NH2:2].[CH3:3][C:4]1[C:14]2[CH:15]=[CH:16][CH:17]=[CH:18][C:13]=2[C:12](=O)[C:7]2[CH:8]=[N:9][CH:10]=[CH:11][C:6]=2[CH:5]=1.C(=O)([O-])[O-].[K+].[K+]>C1C=CC=CC=1.[Ti](Cl)(Cl)(Cl)Cl>[CH3:3][C:4]1[C:14]2[CH:15]=[CH:16][CH:17]=[CH:18][C:13]=2[C:12](=[N:2][CH3:1])[C:7]2[CH:8]=[N:9][CH:10]=[CH:11][C:6]=2[CH:5]=1 |f:2.3.4|. Procedure: A solution of titanium tetrachloride (0.7 ml., 0.006 mole) in benzene (20 ml.) is added rapidly to a stirred solution of methylamine (1.24 g., 0.04 mole) and 6-methylbenzo[5,6]cyclohepta[1,2-c]pyridin-11-one (2.21 g., 0.01 mole) in benzene (150 ml.). After 4 hours, anhydrous potassium carbonate is added and the reaction mixture is filtered. The filtrate is evaporated to a pale yellow oil, (2.95 g.). Starting materials: C(C)OC(=O)C1=C(SC(=C1C1=CC=C(C=C1)OCC(CC=C)(O)CC=C)Cl)NC(CC#N)=O (4-[4-(2-allyl-2-hydroxy-pent-4-enyloxy)-phenyl]-5-chloro-2-(2-cyano-acetylamino)-thiophene-3-carboxylic acid ethyl ester), [1,3-bis-(2,4,6-trimethylphenyl)-2-imidazolidinynlidene)dichloro(phenylmethylene)-(tricyclohexylphoshine)ruthenium. The solvent is C(Cl)Cl (DCM). Conditions: time 8 hour. Yields the product C(C)OC(=O)C1=C(SC(=C1C1=CC=C(C=C1)OCC1(CC=CC1)O)Cl)NC(CC#N)=O (5-chloro-2-(2-cyano-acetylamino)-4-[4-(1-hydroxy-cyclopent-3-enylmethoxy)-phenyl)-thiophene-3-carboxylic acid ethyl ester). RXN SMILES: [CH2:1]([O:3][C:4]([C:6]1[C:10]([C:11]2[CH:16]=[CH:15][C:14]([O:17][CH2:18][C:19]([CH2:24][CH:25]=[CH2:26])([OH:23])[CH2:20]C=C)=[CH:13][CH:12]=2)=[C:9]([Cl:27])[S:8][C:7]=1[NH:28][C:29](=[O:33])[CH2:30][C:31]#[N:32])=[O:5])[CH3:2]>C(Cl)Cl>[CH2:1]([O:3][C:4]([C:6]1[C:10]([C:11]2[CH:12]=[CH:13][C:14]([O:17][CH2:18][C:19]3([OH:23])[CH2:20][CH:26]=[CH:25][CH2:24]3)=[CH:15][CH:16]=2)=[C:9]([Cl:27])[S:8][C:7]=1[NH:28][C:29](=[O:33])[CH2:30][C:31]#[N:32])=[O:5])[CH3:2]. Procedure details: To an ambient solution of 4-[4-(2-allyl-2-hydroxy-pent-4-enyloxy)-phenyl]-5-chloro-2-(2-cyano-acetylamino)-thiophene-3-carboxylic acid ethyl ester (300 mg, 0.613 mmol) in DCM (12.3 mL) was added [1,3-bis-(2,4,6-trimethylphenyl)-2-imidazolidinynlidene)dichloro(phenylmethylene)-(tricyclohexylphoshine)ruthenium] (29 mg, 0.034 mmol) in a single portion. The reaction was stirred overnight and then concentrated under reduced pressure to a dark oil. The residue was purified by MPLC (SiO2 gel, 1:1 Hx:Et...